This data is from the Open Reaction Database (ORD), a public repository of structured organic reaction records. The task is: describe an organic reaction: reactants, conditions, products, and yield The reactants are CC(C)I, [K+], [K+], O=C([O-])[O-], CN(C)C=O, O=Cc1ccc(O)cc1. The product is CC(C)Oc1ccc(C=O)cc1. RXN SMILES: [I:16][CH:17]([CH3:18])[CH3:19].[K+:10].[K+:11].[O-:12][C:13]([O-:14])=[O:15].[O:20]=[CH:21][N:22]([CH3:23])[CH3:24].[OH:1][c:2]1[cH:3][cH:4][c:5]([CH:6]=[O:7])[cH:8][cH:9]1>>[O:1]([c:2]1[cH:3][cH:4][c:5]([CH:6]=[O:7])[cH:8][cH:9]1)[CH:17]([CH3:18])[CH3:19]. The reactants are C1(=CC=CC=C1)O (phenol), C1(=CC=CC=C1)C (toluene), peptide, C(=O)(C(F)(F)F)O.N[C@H](CCCNC(N)=N)C(=O)N[C@H](CCCC)C(=O)N[C@H](CCCC)C(=O)N[C@H](CCCC)C(=O)N[C@H](CCCNC(N)=N)C(=O)N[C@H](CCCC)C(=O)N[C@H](CCCC)C(=O)N[C@H](CCCC)C(=O)NCC(=O)N[C@H](CC1=CC=C(C=C1)O)C(=O)N (TFA (D)Arg-(D)Nle-(D)Nle-(D)Nle-(D)Arg-(D)Nle-(D)Nle-(D)Nle-Gly-(D)Tyr-NH2), C(=O)(C(F)(F)F)O (TFA). Run in C1CCOC1 (THF), C1CCOC1 (THF). Yields the product N(CC(=O)N[C@H](CC1=CC=C(C=C1)O)C(=O)N)C(=O)OC(C)(C)C (Boc-Gly-(D)Tyr-NH2). As a reaction SMILES: C(O)(C(F)(F)F)=[O:2].N[C@@H](C(N[C@@H](C(N[C@@H](C(N[C@@H](C(N[C@@H](C(N[C@@H](C(N[C@@H](C(N[C@@H]([C:76]([NH:78][CH2:79][C:80]([NH:82][C@@H:83]([C:92]([NH2:94])=[O:93])[CH2:84][C:85]1[CH:90]=[CH:89][C:88]([OH:91])=[CH:87][CH:86]=1)=[O:81])=[O:77])CCCC)=O)CCCC)=O)CCCC)=O)CCCNC(=N)N)=O)CCCC)=O)CCCC)=O)CCCC)=O)CCCNC(=N)N.C(O)(C(F)(F)F)=O.C1(O)C=CC=CC=1.[C:109]1([CH3:115])[CH:114]=CC=C[CH:110]=1>C1COCC1>[NH:78]([C:76]([O:77][C:109]([CH3:115])([CH3:114])[CH3:110])=[O:2])[CH2:79][C:80]([NH:82][C@@H:83]([C:92]([NH2:94])=[O:93])[CH2:84][C:85]1[CH:86]=[CH:87][C:88]([OH:91])=[CH:89][CH:90]=1)=[O:81] |f:0.1|. Procedure: The deprotected peptide SF1257-13 (TFA-(D)Arg-(D)Nle-(D)Nle-(D)Nle-(D)Arg-(D)Nle-(D)Nle-(D)Nle-Gly-(D)Tyr-NH2 (SEQ ID NO:1) is made by slowly adding TFA (A×3 l) to a mixture of SF1257-12 (A kg) and phenol (A×0.1 kg) in toluene and THF while maintaining the temperature at ≦18° C. The reaction mixture is allowed to warm up to room temperature. Following completion of cleavage, the solvent is diluted with THF and then concentrated in vacuo. Residual TFA is removed by azeotropic distillation with to...